This data is from the Open Reaction Database (ORD), a public repository of structured organic reaction records. The task is: describe an organic reaction: reactants, conditions, products, and yield RXN SMILES: [CH3:20][N:21]1[CH2:22][CH2:23][NH:24][CH2:25][CH2:26]1.[F:1][c:2]1[cH:3][c:4]2[c:5](=[O:19])[c:6]([C:16](=[O:17])[OH:18])[cH:7][n:8]3[c:9]2[c:10]([c:11]1[F:12])[CH2:13][CH:14]3[CH3:15]>>[F:1][c:2]1[cH:3][c:4]2[c:5](=[O:19])[c:6]([C:16](=[O:17])[OH:18])[cH:7][n:8]3[c:9]2[c:10]([c:11]1[N:24]1[CH2:23][CH2:22][N:21]([CH3:20])[CH2:26][CH2:25]1)[CH2:13][CH:14]3[CH3:15]. Reactants: CN1CCNCC1, CC1Cc2c(F)c(F)cc3c(=O)c(C(=O)O)cn1c23. The product is CC1Cc2c(N3CCN(C)CC3)c(F)cc3c(=O)c(C(=O)O)cn1c23. The reactants are CCN=C=NCCCN(C)C, Cl, CN(C)C=O, c1ccc(C2CNc3ccccc32)cc1, O=C(O)C1CCc2nc[nH]c2C1. As a reaction SMILES: [CH2:29]([N:30]=[C:31]=[N:32][CH2:33][CH2:34][CH2:35][N:36]([CH3:37])[CH3:38])[CH3:39].[ClH:1].[O:40]=[CH:41][N:42]([CH3:43])[CH3:44].[c:14]1([CH:20]2[CH2:21][NH:22][c:23]3[cH:24][cH:25][cH:26][cH:27][c:28]32)[cH:15][cH:16][cH:17][cH:18][cH:19]1.[n:2]1[cH:3][nH:4][c:5]2[c:6]1[CH2:7][CH2:8][CH:9]([C:11](=[O:12])[OH:13])[CH2:10]2>>[n:2]1[cH:3][nH:4][c:5]2[c:6]1[CH2:7][CH2:8][CH:9]([C:11](=[O:13])[N:22]1[CH2:21][CH:20]([c:14]3[cH:15][cH:16][cH:17][cH:18][cH:19]3)[c:28]3[c:23]1[cH:24][cH:25][cH:26][cH:27]3)[CH2:10]2. The product is O=C(C1CCc2nc[nH]c2C1)N1CC(c2ccccc2)c2ccccc21. Reactants: FC1=C(C=CC(=C1)F)N1C=C(C(C2=CC(=C(N=C12)Cl)F)=O)C(=O)OCC (ethyl 1-(2,4-difluorophenyl)-7-chloro-6-fluoro-1,4-dihydro-4-oxo-1,8-naphthyridine-3-carboxylate), Cl.N1(N=NC=C1)C1CNCC1 (3-(1,2,3-triazol-1-yl)pyrrolidine hydrochloride), C1CCC2=NCCCN2CC1 (DBU). The solvent is CC#N (CH3CN), O (water). Reaction conditions: time 18 hour. The product is FC1=C(C=CC(=C1)F)N1C=C(C(C2=CC(=C(N=C12)N1CC(CC1)N1N=NC=C1)F)=O)C(=O)OCC (Ethyl 1-(2,4-difluorophenyl)-6-fluoro-7-[3-(1,2,3-triazol -1-yl)-pyrrolidin-1-yl]-1,4-dihydro-4-oxo-1,8-naphthyridine-3-carboxylate). Reaction SMILES: [F:1][C:2]1[CH:7]=[C:6]([F:8])[CH:5]=[CH:4][C:3]=1[N:9]1[C:18]2[C:13](=[CH:14][C:15]([F:20])=[C:16](Cl)[N:17]=2)[C:12](=[O:21])[C:11]([C:22]([O:24][CH2:25][CH3:26])=[O:23])=[CH:10]1.Cl.[N:28]1([CH:33]2[CH2:37][CH2:36][NH:35][CH2:34]2)[CH:32]=[CH:31][N:30]=[N:29]1.C1CCN2C(=NCCC2)CC1>CC#N.O>[F:1][C:2]1[CH:7]=[C:6]([F:8])[CH:5]=[CH:4][C:3]=1[N:9]1[C:18]2[C:13](=[CH:14][C:15]([F:20])=[C:16]([N:35]3[CH2:36][CH2:37][CH:33]([N:28]4[CH:32]=[CH:31][N:30]=[N:29]4)[CH2:34]3)[N:17]=2)[C:12](=[O:21])[C:11]([C:22]([O:24][CH2:25][CH3:26])=[O:23])=[CH:10]1 |f:1.2|. Procedure details: A mixture of ethyl 1-(2,4-difluorophenyl)-7-chloro-6-fluoro-1,4-dihydro-4-oxo-1,8-naphthyridine-3-carboxylate (91 mg, 0.5 mmol), 3-(1,2,3-triazol-1-yl)pyrrolidine hydrochloride (259 mg, 1.5 mmol), and DBU (380 mg, 2.5 mmol) in CH3CN (20 ml) was heated under reflux for 2 h, cooled to r.t. and stirred further for 18 h, diluted with water. Unreacted starting materials were removed by extraction with chloroform. The water layer was concentrated to give a yellow oil. Yield: 150 mg, 62%. 1H NMR (CDCl3... Starting materials: C1(=CC=CC=C1)C1CCC(CC1)=O (4-Phenylcyclohexanone), [BH4-].[Na+] (NaBH4). The solvent is CO (MeOH). Conditions: temperature 0 celsius, time 12 hour. The product is C1(=CC=CC=C1)[C@@H]1CC[C@H](CC1)O ((trans)-4-Phenylcyclohexanol). As a reaction SMILES: [C:1]1([CH:7]2[CH2:12][CH2:11][C:10](=[O:13])[CH2:9][CH2:8]2)[CH:6]=[CH:5][CH:4]=[CH:3][CH:2]=1.[BH4-].[Na+]>CO>[C:1]1([C@H:7]2[CH2:8][CH2:9][C@H:10]([OH:13])[CH2:11][CH2:12]2)[CH:6]=[CH:5][CH:4]=[CH:3][CH:2]=1 |f:1.2|. Reported procedure: 4-Phenylcyclohexanone (4 g) is dissolved under argon in MeOH (25 mL), cooled to 0° C. and treated portionwise with NaBH4 (900 mg). The mixture is stirred for 12 hours while warming to room temperature. The mixture is concentrated and then treated dropwise with water (10 mL). Then concentrated hydrochloric acid (8 mL) is added dropwise. The mixture is extracted with ethylacetate and the organic phase is washed with brine and dried (Na2SO4). The solvents are evaporated and the residue is crystalli... Reactants: COC(CCCCCNC=1C2=C(N=CN1)OC(=C2C2=CC=C(C=C2)OC)C2=C(C=CC=C2)OC)=O (6-{[6-(2-methoxyphenyl)-5-(4-methoxyphenyl)furo[2,3-d]pyrimidin-4-yl]amino}hexanoic acid methyl ester), Cl (hydrochloric acid), C(C)(=O)OCC (ethyl acetate), [OH-].[Na+] (sodium hydroxide). Run in O1CCOCC1 (dioxan). Conditions: time 16 hour. The product is COC1=C(C=CC=C1)C1=C(C2=C(N=CN=C2NCCCCCC(=O)O)O1)C1=CC=C(C=C1)OC (6-{[6-(2-Methoxyphenyl)-5-(4-methoxyphenyl)furo[2,3-d]pyrimidin-4-yl]amino}hexanoic acid). RXN SMILES: C[O:2][C:3](=[O:35])[CH2:4][CH2:5][CH2:6][CH2:7][CH2:8][NH:9][C:10]1[C:11]2[C:18]([C:19]3[CH:24]=[CH:23][C:22]([O:25][CH3:26])=[CH:21][CH:20]=3)=[C:17]([C:27]3[CH:32]=[CH:31][CH:30]=[CH:29][C:28]=3[O:33][CH3:34])[O:16][C:12]=2[N:13]=[CH:14][N:15]=1.[OH-].[Na+].Cl.C(OCC)(=O)C>O1CCOCC1>[CH3:34][O:33][C:28]1[CH:29]=[CH:30][CH:31]=[CH:32][C:27]=1[C:17]1[O:16][C:12]2[N:13]=[CH:14][N:15]=[C:10]([NH:9][CH2:8][CH2:7][CH2:6][CH2:5][CH2:4][C:3]([OH:35])=[O:2])[C:11]=2[C:18]=1[C:19]1[CH:20]=[CH:21][C:22]([O:25][CH3:26])=[CH:23][CH:24]=1 |f:1.2|. Procedure: Dissolve 55 mg (0.12 mmol) 6-{[6-(2-methoxyphenyl)-5-(4-methoxyphenyl)furo[2,3-d]pyrimidin-4-yl]amino}hexanoic acid methyl ester in 2.5 ml dioxan and add 0.5 ml 1 N sodium hydroxide solution. Stir for 16 h at RT, then add 0.5 ml 1 N hydrochloric acid and 6 ml ethyl acetate. Separate the organic phase, dry over sodium sulphate, filter and concentrate by evaporation. 42 mg (77% of theor.) of the target compound is obtained. Reactants: C=CC#N, C1CCOC1, COCC1CN(c2ccc3cc(O)ccc3c2)C(=O)O1. The product is COCC1CN(c2ccc3cc(OCCC#N)ccc3c2)C(=O)O1. As a reaction SMILES: [CH2:21]=[CH:22][C:23]#[N:24].[O:25]1[CH2:26][CH2:27][CH2:28][CH2:29]1.[OH:1][c:2]1[cH:3][c:4]2[cH:5][cH:6][c:7]([N:12]3[C:13](=[O:20])[O:14][CH:15]([CH2:17][O:18][CH3:19])[CH2:16]3)[cH:8][c:9]2[cH:10][cH:11]1>>[O:1]([c:2]1[cH:3][c:4]2[cH:5][cH:6][c:7]([N:12]3[C:13](=[O:20])[O:14][CH:15]([CH2:17][O:18][CH3:19])[CH2:16]3)[cH:8][c:9]2[cH:10][cH:11]1)[CH2:21][CH2:22][C:23]#[N:24].